Dataset: the Open Reaction Database (ORD), a public repository of structured organic reaction records. Task: describe an organic reaction: reactants, conditions, products, and yield Reactants: O=C(O)c1ccnc(N2CCCC2)c1, NCc1cn(-c2ccccc2)c2cc(Cl)ccc2c1=O. Yields the product O=C(NCc1cn(-c2ccccc2)c2cc(Cl)ccc2c1=O)c1ccnc(N2CCCC2)c1. As a reaction SMILES: [N:21]1([c:26]2[cH:27][c:28]([C:29](=[O:30])[OH:31])[cH:32][cH:33][n:34]2)[CH2:22][CH2:23][CH2:24][CH2:25]1.[NH2:1][CH2:2][c:3]1[cH:4][n:5](-[c:15]2[cH:16][cH:17][cH:18][cH:19][cH:20]2)[c:6]2[cH:7][c:8]([Cl:14])[cH:9][cH:10][c:11]2[c:12]1=[O:13]>>[NH:1]([CH2:2][c:3]1[cH:4][n:5](-[c:15]2[cH:16][cH:17][cH:18][cH:19][cH:20]2)[c:6]2[cH:7][c:8]([Cl:14])[cH:9][cH:10][c:11]2[c:12]1=[O:13])[C:29]([c:28]1[cH:27][c:26]([N:21]2[CH2:22][CH2:23][CH2:24][CH2:25]2)[n:34][cH:33][cH:32]1)=[O:30]. Isolated yield 66.3%. The solvent is C(C)(=O)OCC (ethyl acetate), Cl (HCl). The product is C1(=CC=CC=C1)C=1N=C(OC1C1=CC=CC=C1)CCC=1C=C(OCC2=NN=NN2)C=CC1 (5-[[3-[2-(4,5-diphenyl-2-oxazolyl)ethyl]phenoxy]methyl]-1H-tetrazole). Conditions: temperature 140 celsius, time 20 hour. The reactants are C1(=CC=CC=C1)C=1N=C(OC1C1=CC=CC=C1)CCC=1C=C(OCC#N)C=CC1 (2-[3-[2-(4,5-diphenyl-2-oxazolyl)ethyl]phenoxy]acetonitrile), C(CCC)[Sn](CCCC)(CCCC)N=[N+]=[N-] (tri-n-butyltin azide). RXN SMILES: [C:1]1([C:7]2[N:8]=[C:9]([CH2:18][CH2:19][C:20]3[CH:21]=[C:22]([CH:27]=[CH:28][CH:29]=3)[O:23][CH2:24][C:25]#[N:26])[O:10][C:11]=2[C:12]2[CH:17]=[CH:16][CH:15]=[CH:14][CH:13]=2)[CH:6]=[CH:5][CH:4]=[CH:3][CH:2]=1.C([Sn]([N:43]=[N+:44]=[N-:45])(CCCC)CCCC)CCC>C(OCC)(=O)C.Cl>[C:1]1([C:7]2[N:8]=[C:9]([CH2:18][CH2:19][C:20]3[CH:21]=[C:22]([CH:27]=[CH:28][CH:29]=3)[O:23][CH2:24][C:25]3[NH:45][N:44]=[N:43][N:26]=3)[O:10][C:11]=2[C:12]2[CH:17]=[CH:16][CH:15]=[CH:14][CH:13]=2)[CH:2]=[CH:3][CH:4]=[CH:5][CH:6]=1. Procedure: A mixture of 2-[3-[2-(4,5-diphenyl-2-oxazolyl)ethyl]phenoxy]acetonitrile (1.60 g, 4.2 mmol) and tri-n-butyltin azide (1.45 g, 4.4 mmol) was stirred at 140° C. under an atomosphere of nitrogen. After 20 hours, the mixture was cooled, diluted with ethyl acetate (300 mL) and 1N HCl (200 mL) and the mixture stirred for 2 hours. The aqueous phase was removed and the organic phase added to 0.1M potassium fluoride solution. After stirring overnight, the organic layer was separated, washed with water an... Starting materials: O (H2O), ClC1=CC=C(C=C1)NC(=O)C1NC(CC2=CC=CC=C12)C(=O)O ((4-chlorophenylaminocarbonyl)-1,2,3,4-tetrahydroisoquinoline-3-carboxylic acid), C(#N)C=1C=C(CN)C=CC1 (3-cyanobenzylamine), C(CCl)Cl (EDC). The solvent is CCOC(=O)C (EtOAc), CN(C)C=O (DMF), CCOC(=O)C.CO.C(Cl)Cl (EtOAc MeOH CH2Cl2). Run at time 8 hour. Product: C(#N)C=1C=C(CNC(=O)C2N(CC3=CC=CC=C3C2)C(=O)NC2=CC=C(C=C2)Cl)C=CC1 (N-(3-cyanobenzyl)-2N-(4-chlorophenylaminocarbonyl)-1,2,3,4-tetrahydroisoquinoline-3-carboxamide). Reaction SMILES: ClC1C=CC(NC([CH:11]2[C:20]3[C:15](=[CH:16][CH:17]=[CH:18][CH:19]=3)[CH2:14][CH:13]([C:21]([OH:23])=O)[NH:12]2)=O)=CC=1.[C:24]([C:26]1[CH:27]=[C:28]([CH:31]=[CH:32][CH:33]=1)[CH2:29][NH2:30])#[N:25].[CH2:34]([Cl:37])[CH2:35]Cl.[OH2:38]>CN(C=O)C.CCOC(C)=O.CO.C(Cl)Cl.CCOC(C)=O>[C:24]([C:26]1[CH:27]=[C:28]([CH:31]=[CH:32][CH:33]=1)[CH2:29][NH:30][C:21]([CH:13]1[CH2:14][C:15]2[C:20](=[CH:19][CH:18]=[CH:17][CH:16]=2)[CH2:11][N:12]1[C:11]([NH:12][C:13]1[CH:21]=[CH:35][C:34]([Cl:37])=[CH:15][CH:14]=1)=[O:38])=[O:23])#[N:25] |f:5.6.7|. Procedure details: To a solution of 2N-(4-chlorophenylaminocarbonyl)-1,2,3,4-tetrahydroisoquinoline-3-carboxylic acid (291 mg, 0.880 mmol) and 3-cyanobenzylamine (140 mg, 1.06 mmol) in DMF (7 mL), EDC (254 mg, 1.32 mmol) was added. The mixture was then stirred at room temperature overnight. H2O and EtOAc were added. The organic layer was separated, washed with 1N HCl, dried over Na2SO4, concentrated in vacuo to give a solid. After being trituated with EtOAc/MeOH/CH2Cl2, the white solid was collected, dried on vacu... Reactants: [H-].[Na+] (sodium hydride), C(C=C(C)C)Br (prenyl bromide), C(C=C)OC=1C=C2CCC(NC2=CC1)=O (6-allyloxy-3,4-dihydro-2(1H)-quinolinone), [H][H] (hydrogen). Solvent: CN(C=O)C (dimethyl-formamide), O (water). Reaction conditions: time 8 hour. The product is C(C=C)OC=1C=C2CCC(N(C2=CC1)CC=C(C)C)=O (6-allyloxy-3,4-dihydro-1-prenyl-2-(1H)-quinolinone). Yield: 59.7%. Reaction SMILES: [CH2:1]([O:4][C:5]1[CH:6]=[C:7]2[C:12](=[CH:13][CH:14]=1)[NH:11][C:10](=[O:15])[CH2:9][CH2:8]2)[CH:2]=[CH2:3].[H-].[Na+].[H][H].[CH2:20](Br)[CH:21]=[C:22]([CH3:24])[CH3:23]>CN(C)C=O.O>[CH2:1]([O:4][C:5]1[CH:6]=[C:7]2[C:12](=[CH:13][CH:14]=1)[N:11]([CH2:20][CH:21]=[C:22]([CH3:24])[CH3:23])[C:10](=[O:15])[CH2:9][CH2:8]2)[CH:2]=[CH2:3] |f:1.2|. Procedure: 10.2 Grams of 6-allyloxy-3,4-dihydro-2(1H)-quinolinone was dissolved in 100 ml of dimethyl-formamide (DMF), then at room temperature, 2.2 g of 60% oily sodium hydride was added little by little thereto, and the reaction mixture was stirred at 25° to 40° C. until generation of hydrogen was stopped. The reaction mixture was cooled to room temperature, 9.1 g of prenyl bromide was added thereto and stirred at room temperature for 8 hours. After the reaction was completed, water was added, and the re... RXN SMILES: C[CH:2]([B:7]([O:12][CH:13]([CH3:15])[CH3:14])OC(C)C)[CH2:3][CH2:4][CH2:5][CH3:6].[CH3:16][C:17]([CH3:22])([CH3:21])[CH2:18][CH2:19][Li].Cl.[B].[CH2:25]=C(C)C>C(OCC)C>[CH2:2]([B:7]([C:19]#[C:18][C:17]([CH3:22])([CH3:21])[CH3:16])[O:12][CH:13]([CH3:14])[CH3:15])[CH2:3][CH2:4][CH2:5][CH2:6][CH3:25]. The solvent is C(C)OCC (ethyl ether), C(C)OCC (ethyl ether), C(C)OCC (ethyl ether). Yields the product C(CCCCC)B(OC(C)C)C#CC(C)(C)C (n-Hexyl(3,3-dimethyl-1-butynyl)isopropoxyborane). Procedure: n-Hexyl(3,3-dimethyl-1-butynyl)isopropoxyborane was prepared by adding 2-n-hexyl-diisopropoxyborane (8.35 g, 39 mmol) in ethyl ether (18 mL) to an ethyl ether solution of 3,3-dimethyl-1-butyllithium (44 mmol in 44 mL of ethyl ether), following the method of Example 14, and quenched with HCl in ethyl ether (12.87 mL, 44 mmol). Yield: 7.2 g (79%), bp 80°-82° C. (0.1 mm Hg); n20D 1.4265, boron NMR (ethyl ether)δ+40.6 ppm(s); mass spectrum (chemical ionization, isobutene) m/e 237 (M+H, 7%); IR (thin... The reactants are Cl (HCl), [B] (boron), C=C(C)C (isobutene), CC(CCCC)B(OC(C)C)OC(C)C (2-n-hexyl-diisopropoxyborane), CC(CC[Li])(C)C (3,3-dimethyl-1-butyllithium). The reactants are Brc1ccccn1, O=C([O-])[O-], CCOC(C)=O, ClCCl, [Cu], O=S(=O)(c1ccccc1)c1ccc2c(c1)N(c1ccccn1)CC(C(F)F)(C(F)F)O2, O=S(=O)(c1ccccc1)c1ccc2c(c1)NCC(C(F)F)(C(F)F)O2, [K+], [K+], O. Product: O=S(=O)(c1ccccc1)c1ccc2c(c1)N(c1cccc[n+]1[O-])CC(C(F)F)(C(F)F)O2. RXN SMILES: [Br:63][c:64]1[n:65][cH:66][cH:67][cH:68][cH:69]1.[C:57](=[O:58])([O-:59])[O-:60].[CH3:74][CH2:75][O:76][C:77](=[O:78])[CH3:79].[Cl:71][CH2:72][Cl:73].[Cu:70].[F:1][CH:2]([C:3]1([CH:28]([F:29])[F:30])[O:4][c:5]2[c:6]([cH:15][c:16]([S:19](=[O:20])(=[O:21])[c:22]3[cH:23][cH:24][cH:25][cH:26][cH:27]3)[cH:17][cH:18]2)[N:7]([c:9]2[n:10][cH:11][cH:12][cH:13][cH:14]2)[CH2:8]1)[F:31].[F:32][CH:33]([F:34])[C:36]1([CH:37]([F:38])[F:39])[O:35][c:56]2[c:42]([cH:43][c:44]([S:45]([c:46]3[cH:47][cH:48][cH:49][cH:50][cH:51]3)(=[O:52])=[O:53])[cH:54][cH:55]2)[NH:41][CH2:40]1.[K+:61].[K+:62].[OH2:80]>>[F:1][CH:2]([C:3]1([CH:28]([F:29])[F:30])[O:4][c:5]2[c:6]([cH:15][c:16]([S:19](=[O:20])(=[O:21])[c:22]3[cH:23][cH:24][cH:25][cH:26][cH:27]3)[cH:17][cH:18]2)[N:7]([c:9]2[n+:10]([O-:35])[cH:11][cH:12][cH:13][cH:14]2)[CH2:8]1)[F:31]. Product: CN1C(N=C(NS1(=O)=O)OCC)=O (6-methyl-3-ethoxy-5,6-dihydro-1,2,4,6-thiatriazin-5-one-1,1-dioxide). Reaction SMILES: [CH2:1]([N:4]1[S:9](=[O:11])(=[O:10])[NH:8][C:7]([O:12][CH2:13][CH3:14])=[N:6][C:5]1=[O:15])CC.[Na]>>[CH3:1][N:4]1[S:9](=[O:11])(=[O:10])[NH:8][C:7]([O:12][CH2:13][CH3:14])=[N:6][C:5]1=[O:15] |^1:15|. The reactants are C(CC)N1C(N=C(NS1(=O)=O)OCC)=O (6-n-propyl-3-ethoxy-5,6-dihydro-1,2,4,6-thiatriazin-5-one-1,1-dioxide), [Na] (sodium). Reported procedure: 6-n-propyl-3-ethoxy-5,6-dihydro-1,2,4,6-thiatriazin-5-one-1,1-dioxide, sodium salt